Task: describe an organic reaction: reactants, conditions, products, and yield. Dataset: the Open Reaction Database (ORD), a public repository of structured organic reaction records The product is C(C)(C)(C)OC(=O)NC(C(=O)NCC1=C(C=CC=C1)OC)CC1=CNC2=CC=CC=C12 (2-t-butoxycarbonylamino-3-(1H-indol-3-yl)-N-(2-methoxybenzyl)propanamide). Procedure details: To a solution of N-(t-butoxycarbonyl)tryptophan (46.4 g, 152.6 mmol) in 500 ml of dioxane was added carbonyl diimidazole (25.4 g, 156 mmol) in a portionwise manner. The resulting mixture was stirred for about 2.5 hours at room temperature and then stirred at 45° C for 30 minutes. Next, 2-methoxybenzylamine (20.7 ml, 158.7 mmol) was added and the reaction mixture was then stirred for 16 hours at room temperature. The reactants are C(C)(C)(C)OC(=O)N[C@@H](CC1=CNC2=CC=CC=C12)C(=O)O (N-(t-butoxycarbonyl)tryptophan), C(=O)(C=1NC=CN1)C=1NC=CN1 (carbonyl diimidazole), COC1=C(CN)C=CC=C1 (2-methoxybenzylamine). Reaction conditions: time 2.5 hour. RXN SMILES: [C:1]([O:5][C:6]([NH:8][C@H:9]([C:20]([OH:22])=O)[CH2:10][C:11]1[C:19]2[C:14](=[CH:15][CH:16]=[CH:17][CH:18]=2)[NH:13][CH:12]=1)=[O:7])([CH3:4])([CH3:3])[CH3:2].C(C1NC=CN=1)(C1NC=CN=1)=O.[CH3:35][O:36][C:37]1[CH:44]=[CH:43][CH:42]=[CH:41][C:38]=1[CH2:39][NH2:40]>O1CCOCC1>[C:1]([O:5][C:6]([NH:8][CH:9]([CH2:10][C:11]1[C:19]2[C:14](=[CH:15][CH:16]=[CH:17][CH:18]=2)[NH:13][CH:12]=1)[C:20]([NH:40][CH2:39][C:38]1[CH:41]=[CH:42][CH:43]=[CH:44][C:37]=1[O:36][CH3:35])=[O:22])=[O:7])([CH3:2])([CH3:3])[CH3:4]. The solvent is O1CCOCC1 (dioxane). Reactants: [Br-], CC=CC(=O)N1C(=O)OCC1c1ccccc1, C1CCOC1, CSC, CSC, Br[Cu]Br, Fc1ccc([Mg+])cc1. Product: CC(CC(=O)N1C(=O)OCC1c1ccccc1)c1ccc(F)cc1. Reaction SMILES: [Br-:1].[C:10]([CH:11]=[CH:12][CH3:13])(=[O:14])[N:15]1[C:16](=[O:26])[O:17][CH2:18][CH:19]1[c:20]1[cH:21][cH:22][cH:23][cH:24][cH:25]1.[CH2:27]1[O:28][CH2:29][CH2:30][CH2:31]1.[CH3:32][S:33][CH3:34].[CH3:35][S:36][CH3:37].[Cu:38]([Br:39])[Br:40].[F:2][c:3]1[cH:4][cH:5][c:6]([Mg+:9])[cH:7][cH:8]1>>[F:2][c:3]1[cH:4][cH:5][c:6]([CH:12]([CH2:11][C:10](=[O:14])[N:15]2[C:16](=[O:26])[O:17][CH2:18][CH:19]2[c:20]2[cH:21][cH:22][cH:23][cH:24][cH:25]2)[CH3:13])[cH:7][cH:8]1. Starting materials: [N+](=O)([O-])C1=C(N)C=CC(=C1)S(=O)C1=CC=CC=C1 (2-nitro-4-phenylsulfinylaniline), COC(=O)Cl (methylchloroformate), COC(=O)N=C=S (methoxycarbonyl isothiocyanate), [S-]C#N.[K+] (potassium thiocyanate). The solvent is CC(=O)C (acetone), CC(=O)C (acetone). Yields the product [N+](=O)([O-])C1=C(C=CC(=C1)S(=O)C1=CC=CC=C1)NC(=S)NC(=O)OC (2-nitro-4-phenylsulfinyl-1-(3-methoxycarbonyl-2-thioureido)benzene). Reaction SMILES: [N+:1]([C:4]1[CH:10]=[C:9]([S:11]([C:13]2[CH:18]=[CH:17][CH:16]=[CH:15][CH:14]=2)=[O:12])[CH:8]=[CH:7][C:5]=1[NH2:6])([O-:3])=[O:2].[CH3:19][O:20][C:21]([N:23]=[C:24]=[S:25])=[O:22].[S-]C#N.[K+].COC(Cl)=O>CC(C)=O>[N+:1]([C:4]1[CH:10]=[C:9]([S:11]([C:13]2[CH:18]=[CH:17][CH:16]=[CH:15][CH:14]=2)=[O:12])[CH:8]=[CH:7][C:5]=1[NH:6][C:24]([NH:23][C:21]([O:20][CH3:19])=[O:22])=[S:25])([O-:3])=[O:2] |f:2.3|. Procedure: 2.6 G. of 2-nitro-4-phenylsulfinylaniline is dissolved in 25ml. of acetone and treated at 20°-25° C with 60 ml. of a solution of methoxycarbonyl isothiocyanate (made from 0.075 mol. (each) of potassium thiocyanate and methylchloroformate in acetone). After several days, the solvent is evaporated and the residue triturated with ether. Recrystallization from methanol-chloroform yields 2-nitro-4-phenylsulfinyl-1-(3-methoxycarbonyl-2-thioureido)benzene. Starting materials: ClC1=NC=CC2=C1C=C(S2)S(=O)[O-].[Li+] (Lithium 4-chlorothieno[3,2-c]pyridine-2-sulfinate), FC(C1=CC=C(CBr)C=C1)(F)F (4-(trifluoromethyl)benzylbromide), C8, C(C)(C)(C)OC(=O)N1CCNCC1 (tert-butyl-piperazine-1-carboxylate). Solvent: C(C)#N (acetonitrile). Yields the product C(C)(C)(C)OC(=O)N1CCN(CC1)C1=NC=CC2=C1C=C(S2)S(=O)(=O)CC2=CC=C(C=C2)C(F)(F)F (tert-Butyl-4-(2-{[4-(trifluoromethyl)benzyl]sulfonyl}thieno[3,2-c]pyridin-4-yl)piperazine-1-carboxylate). RXN SMILES: Cl[C:2]1[C:7]2[CH:8]=[C:9]([S:11]([O-:13])=[O:12])[S:10][C:6]=2[CH:5]=[CH:4][N:3]=1.[Li+].[F:15][C:16]([F:26])([F:25])[C:17]1[CH:24]=[CH:23][C:20]([CH2:21]Br)=[CH:19][CH:18]=1.[C:27]([O:31][C:32]([N:34]1[CH2:39][CH2:38][NH:37][CH2:36][CH2:35]1)=[O:33])([CH3:30])([CH3:29])[CH3:28]>C(#N)C>[C:27]([O:31][C:32]([N:34]1[CH2:39][CH2:38][N:37]([C:2]2[C:7]3[CH:8]=[C:9]([S:11]([CH2:21][C:20]4[CH:23]=[CH:24][C:17]([C:16]([F:26])([F:25])[F:15])=[CH:18][CH:19]=4)(=[O:13])=[O:12])[S:10][C:6]=3[CH:5]=[CH:4][N:3]=2)[CH2:36][CH2:35]1)=[O:33])([CH3:30])([CH3:28])[CH3:29] |f:0.1|. Procedure: Lithium 4-chlorothieno[3,2-c]pyridine-2-sulfinate (0.44 mmol) was treated with 4-(trifluoromethyl)benzylbromide (0.59 mmol) as described in Method P above and then reacted further with tert-butyl-piperazine-1-carboxylate as described in Method QF. Yield 0.02 g (16% over two steps). Beige solid. 1H NMR (300 MHz, CDCl3) δ 8.16 (d, J=6 Hz 1H), 7.53-7.61 (d, J=9 Hz 2H), 7.49 (s, 1H), 7.26-7.36 (m, 4H), 4.51 (s, 2H), 3.49-3.60 (m, 4H), 3.36-3.49 (m, 4H), 1.49 (s, 9H); MS (ESI+) for C24H26F3N3O4S2 m/z...